From a dataset of the Open Reaction Database (ORD), a public repository of structured organic reaction records. describe an organic reaction: reactants, conditions, products, and yield Reactants: CN(C)c1ccncc1, O=Cc1cc(Cl)ccc1O, COc1cc2nccc(Cl)c2cc1OC, Clc1ccccc1, O. The product is COc1cc2nccc(Oc3ccc(Cl)cc3C=O)c2cc1OC. Reaction SMILES: [CH3:27][N:28]([CH3:29])[c:30]1[cH:31][cH:32][n:33][cH:34][cH:35]1.[Cl:16][c:17]1[cH:18][cH:19][c:20]([OH:25])[c:21]([CH:22]=[O:23])[cH:24]1.[Cl:1][c:2]1[cH:3][cH:4][n:5][c:6]2[cH:7][c:8]([O:14][CH3:15])[c:9]([O:12][CH3:13])[cH:10][c:11]12.[Cl:36][c:37]1[cH:38][cH:39][cH:40][cH:41][cH:42]1.[OH2:26]>>[c:2]1([O:25][c:20]2[cH:19][cH:18][c:17]([Cl:16])[cH:24][c:21]2[CH:22]=[O:23])[cH:3][cH:4][n:5][c:6]2[cH:7][c:8]([O:14][CH3:15])[c:9]([O:12][CH3:13])[cH:10][c:11]12. Reactants: C1(=CC=CC=C1)C (toluene), final mixture, O1CCN(CC1)C=1OC2=C(C=CC=C2C(C1)=O)C1=CC=CC=C1 (2-morpholino-8-phenyl-4H-chromen-4-one), COC=1C=CC(=CC1)P2(=S)SP(=S)(S2)C=3C=CC(=CC3)OC (Lawesson's reagent). Run in C(C)(=O)OCC (ethyl acetate). Reaction conditions: temperature 130 celsius. Product: hexanes ethyl acetate, O1CCN(CC1)C=1OC2=C(C=CC=C2C(C1)=S)C1=CC=CC=C1 (2-morpholino-8-phenyl-4H-chromene-4-thione). Yield: 135.1%. Reaction SMILES: [O:1]1[CH2:6][CH2:5][N:4]([C:7]2[O:8][C:9]3[C:14]([C:15](=O)[CH:16]=2)=[CH:13][CH:12]=[CH:11][C:10]=3[C:18]2[CH:23]=[CH:22][CH:21]=[CH:20][CH:19]=2)[CH2:3][CH2:2]1.COC1C=CC(P2(SP(C3C=CC(OC)=CC=3)(=S)S2)=[S:33])=CC=1.C1(C)C=CC=CC=1>C(OCC)(=O)C>[O:1]1[CH2:6][CH2:5][N:4]([C:7]2[O:8][C:9]3[C:14]([C:15](=[S:33])[CH:16]=2)=[CH:13][CH:12]=[CH:11][C:10]=3[C:18]2[CH:23]=[CH:22][CH:21]=[CH:20][CH:19]=2)[CH2:3][CH2:2]1. Procedure details: A 2 mL conical microwave vial was charged with a magnetic stirring bar, 2-morpholino-8-phenyl-4H-chromen-4-one (LY294002) (150 mg, 488 μmol), Lawesson's reagent (118 mg, 293 μmol), and toluene (2 mL). The reaction mixture was sealed, and the reaction mixture was magnetically stirred and heated via microwave irradiation to 130° C. for 20 minutes. The final mixture was poured onto water (approximately 30 mL), extracted with dichloromethane (3×5 mL), the combined extracts dried over anhydrous magne... Reactants: [F-].C[N+](C)(C)C (tetramethylammonium fluoride), CC(C)(C)S(=O)N=C1COC1 (2-Methyl-N-(oxetan-3-ylidene)propane-2-sulfinamide), C[Si](C(F)(F)F)(C)C (Trimethyl(trifluoromethyl)silane). Solvent: C1CCOC1 (THF), C1CCOC1 (THF). Reaction conditions: temperature -35 celsius, time 2 hour. Product: CC(C)(C)S(=O)NC1(COC1)C(F)(F)F (2-Methyl-N-(3-(trifluoromethyl)oxetan-3-yl)propane-2-sulfinamide). The yield is 37.8%. Reaction SMILES: [CH3:1][C:2]([S:5]([N:7]=[C:8]1[CH2:11][O:10][CH2:9]1)=[O:6])([CH3:4])[CH3:3].[F-].C[N+](C)(C)C.C[Si](C)(C)[C:20]([F:23])([F:22])[F:21]>C1COCC1>[CH3:4][C:2]([S:5]([NH:7][C:8]1([C:20]([F:23])([F:22])[F:21])[CH2:11][O:10][CH2:9]1)=[O:6])([CH3:1])[CH3:3] |f:1.2|. Procedure details: 2-Methyl-N-(oxetan-3-ylidene)propane-2-sulfinamide (100 mg, 0.571 mmol) was dissolved in THF (2 mL). The solution was cooled down to −35° C. and added tetramethylammonium fluoride (63.8 mg, 0.685 mmol). The mixture was degassed and charged with argon. Trimethyl(trifluoromethyl)silane (0.134 ml, 0.856 mmol) in THF (1 mL) was added slowly via syringe. The reaction was stirred at this temperature for 2 h, warmed to −10° C. and quenched with saturated aqueous NH4Cl solution. The mixture was extracte... Reported procedure: A solution of (E)-3-{5-[(E)-3-(4-hydroxymethyl-phenyl)-3-oxo-propenyl]-pyridin-2-yl}-acrylic acid tert-butyl ester (700 mg, 1.92 mmol) and TFA (2.9 ml) in DCM (10 ml) was stirred at room temperature for 3 h and then the solvent was evaporated in vacuo. The resulting yellow solid was treated with a solution of KOH (240 mg, 4.28 mmol) in EtOH (30 ml) for 30 min. The mixture was acidified with HCl/Et2O and the solid was filtered with a buchner funnel. The powder was dissolved in DCM (10 ml), DMF (1... Starting materials: TEA, C=1C=CC2=C(C1)N=NN2O (HOBT), C(CCl)Cl (EDC), NOC1OCCCC1 (NH2OTHP), C(C)(C)(C)OC(\C=C\C1=NC=C(C=C1)\C=C\C(=O)C1=CC=C(C=C1)CO)=O ((E)-3-{5-[(E)-3-(4-hydroxymethyl-phenyl)-3-oxo-propenyl]-pyridin-2-yl}-acrylic acid tert-butyl ester), C(=O)(C(F)(F)F)O (TFA), [OH-].[K+] (KOH), Cl.CCOCC (HCl Et2O). As a reaction SMILES: C(O[C:6](=[O:27])/[CH:7]=[CH:8]/[C:9]1[CH:14]=[CH:13][C:12](/[CH:15]=[CH:16]/[C:17]([C:19]2[CH:24]=[CH:23][C:22]([CH2:25][OH:26])=[CH:21][CH:20]=2)=[O:18])=[CH:11][N:10]=1)(C)(C)C.C(O)(C(F)(F)F)=O.[OH-].[K+].Cl.CCOCC.C1C=CC2N(O)N=NC=2C=1.C(Cl)CCl.[NH2:57][O:58][CH:59]1[CH2:64][CH2:63][CH2:62][CH2:61][O:60]1>C(Cl)Cl.CCO.O.CN(C=O)C>[OH:26][CH2:25][C:22]1[CH:21]=[CH:20][C:19]([C:17](=[O:18])/[CH:16]=[CH:15]/[C:12]2[CH:13]=[CH:14][C:9](/[CH:8]=[CH:7]/[C:6]([NH:57][O:58][CH:59]3[CH2:64][CH2:63][CH2:62][CH2:61][O:60]3)=[O:27])=[N:10][CH:11]=2)=[CH:24][CH:23]=1 |f:2.3,4.5|. Product: OCC1=CC=C(C=C1)C(/C=C/C=1C=CC(=NC1)/C=C/C(=O)NOC1OCCCC1)=O ((E)-3-{5-[(E)-3-(4-hydroxymethyl-phenyl)-3-oxo-propenyl]-pyridin-2-yl}-N-(tetrahydro-pyran-2-yloxy)-acrylamide). Run at time 8 hour. Isolated yield 29.3%. Solvent: CN(C)C=O (DMF), O (water), C(Cl)Cl (DCM), CCO (EtOH).